describe an organic reaction: reactants, conditions, products, and yield From a dataset of the Open Reaction Database (ORD), a public repository of structured organic reaction records. Reported procedure: (S)-2-(Tetrahydro-pyran-2-yloxymethyl)-pyrrolidine-1-carboxylic acid benzyl ester (445 mg, 1.39 mmol) was dissolved in ethanol (9 mL) and hydrogenated at atmospheric pressure and room temperature in the presence of 10% paladium on charcoal (10 mg). After 16 h the reaction mixture was passed through a filter aid and evaporated to afford the title compound which was used without further purification (255 mg, 99%). Black liquid, ISP-MS: m/e=186.3 ([M+H]+). Reaction SMILES: C(OC([N:11]1[CH2:15][CH2:14][CH2:13][C@H:12]1[CH2:16][O:17][CH:18]1[CH2:23][CH2:22][CH2:21][CH2:20][O:19]1)=O)C1C=CC=CC=1>C(O)C>[O:19]1[CH2:20][CH2:21][CH2:22][CH2:23][CH:18]1[O:17][CH2:16][C@@H:12]1[CH2:13][CH2:14][CH2:15][NH:11]1. Reactants: C(C1=CC=CC=C1)OC(=O)N1[C@@H](CCC1)COC1OCCCC1 ((S)-2-(Tetrahydro-pyran-2-yloxymethyl)-pyrrolidine-1-carboxylic acid benzyl ester). Yields the product O1C(CCCC1)OC[C@H]1NCCC1 ((S)-2-(Tetrahydro-pyran-2-yloxymethyl)-pyrrolidine). Solvent: C(C)O (ethanol). Reaction conditions: time 16 hour. Starting materials: FC(F)Cl, [K+], [K+], C1COCCO1, [OH-], O, [S-]c1nsc2ccccc12. Product: FC(F)Sc1nsc2ccccc12. RXN SMILES: [Cl:14][CH:15]([F:16])[F:17].[K+:11].[K+:13].[O:18]1[CH2:19][CH2:20][O:21][CH2:22][CH2:23]1.[OH-:12].[OH2:24].[s:1]1[n:2][c:3]([S-:10])[c:4]2[c:5]1[cH:6][cH:7][cH:8][cH:9]2>>[s:1]1[n:2][c:3]([S:10][CH:15]([F:16])[F:17])[c:4]2[c:5]1[cH:6][cH:7][cH:8][cH:9]2. The reactants are C1CCOC1, CCN(C(C)C)C(C)C, C=CS(=O)(=O)N1CCN(c2nc(N3CCOCC3)nc(-n3c(C(F)F)nc4c(OC)cccc43)n2)CC1, O=C(O)C(F)(F)F, O=S1CCNCC1. As a reaction SMILES: [CH2:61]1[O:62][CH2:63][CH2:64][CH2:65]1.[CH:52]([N:53]([CH2:54][CH3:55])[CH:56]([CH3:57])[CH3:58])([CH3:59])[CH3:60].[F:1][CH:2]([c:3]1[n:4][c:5]2[c:6]([n:7]1-[c:8]1[n:9][c:10]([N:20]3[CH2:21][CH2:22][N:23]([S:26](=[O:27])(=[O:28])[CH:29]=[CH2:30])[CH2:24][CH2:25]3)[n:11][c:12]([N:14]3[CH2:15][CH2:16][O:17][CH2:18][CH2:19]3)[n:13]1)[cH:31][cH:32][cH:33][c:34]2[O:35][CH3:36])[F:37].[F:38][C:39]([F:40])([F:41])[C:42]([OH:43])=[O:44].[S:45]1(=[O:51])[CH2:46][CH2:47][NH:48][CH2:49][CH2:50]1>>[F:1][CH:2]([c:3]1[n:4][c:5]2[c:6]([n:7]1-[c:8]1[n:9][c:10]([N:20]3[CH2:21][CH2:22][N:23]([S:26](=[O:27])(=[O:28])[CH2:29][CH2:30][N:48]4[CH2:47][CH2:46][S:45](=[O:51])[CH2:50][CH2:49]4)[CH2:24][CH2:25]3)[n:11][c:12]([N:14]3[CH2:15][CH2:16][O:17][CH2:18][CH2:19]3)[n:13]1)[cH:31][cH:32][cH:33][c:34]2[O:35][CH3:36])[F:37]. Yields the product COc1cccc2c1nc(C(F)F)n2-c1nc(N2CCOCC2)nc(N2CCN(S(=O)(=O)CCN3CCS(=O)CC3)CC2)n1. Yields the product BrC=1C=CC=2N3C4=C(C=C(C=C4C2C1)OCC(=O)OC(C)(C)C)C(C(=C3)CC3=NC=CC=C3)=O (10-bromo-2-t-butoxycarbonylmethyloxy-5-(2-pyridylmethyl)-4H-pyrido[3,2,1-jk]carbazole-4-one). Yield: 36.1%. The reactants are BrC=1C=CC=2N3C4=C(C=C(C=C4C2C1)O)C(C(=C3)CC3=NC=CC=C3)=O (10-bromo-2-hydroxy-5-(2-pyridylmethyl)-4H-pyrido[3,2,1-jk]carbazole-4-one), ice water, C([O-])([O-])=O.[K+].[K+] (potassium carbonate), BrCC(=O)OC(C)(C)C (t-butyl bromoacetate). Reaction SMILES: [Br:1][C:2]1[CH:3]=[CH:4][C:5]2[N:6]3[CH:18]=[C:17]([CH2:19][C:20]4[CH:25]=[CH:24][CH:23]=[CH:22][N:21]=4)[C:16](=[O:26])[C:8]4[CH:9]=[C:10]([OH:15])[CH:11]=[C:12]([C:13]=2[CH:14]=1)[C:7]3=4.C(=O)([O-])[O-].[K+].[K+].Br[CH2:34][C:35]([O:37][C:38]([CH3:41])([CH3:40])[CH3:39])=[O:36]>CS(C)=O>[Br:1][C:2]1[CH:3]=[CH:4][C:5]2[N:6]3[CH:18]=[C:17]([CH2:19][C:20]4[CH:25]=[CH:24][CH:23]=[CH:22][N:21]=4)[C:16](=[O:26])[C:8]4[CH:9]=[C:10]([O:15][CH2:34][C:35]([O:37][C:38]([CH3:41])([CH3:40])[CH3:39])=[O:36])[CH:11]=[C:12]([C:13]=2[CH:14]=1)[C:7]3=4 |f:1.2.3|. Run in CS(=O)C (dimethyl sulfoxide). Run at time 30 minute. Reported procedure: 10-bromo-2-hydroxy-5-(2-pyridylmethyl)-4H-pyrido[3,2,1-jk]carbazole-4-one (190 mg) obtained in Example 85 was suspended in dimethyl sulfoxide (10 ml), and potassium carbonate (130 mg) was added. After stirring the mixture at room temperature for 30 minutes, t-butyl bromoacetate (110 mg) was added, and the mixture was stirred at room temperature for 12 hours. The reaction mixture was poured into ice water and extracted with methylene chloride. The methylene chloride layer was washed with saturate... Reactants: NC1=NOC(=C1Br)C (3-amino-4-bromo-5-methylisoxazole), CC1(OB(OC1(C)C)C=1C(=NC=CC1)OC1=CC=C(C=C1)N)C (4-(3-(4,4,5,5-tetramethyl-1,3,2-dioxaborolan-2-yl)pyridin-2-yloxy)benzenamine), C([O-])([O-])=O.[Na+].[Na+] (sodium carbonate), F[B-](F)(F)F.C(C)(C)(C)[PH+](C(C)(C)C)C(C)(C)C (tri-t-butylphosphonium tetrafluoroborate). Reagents/catalysts: C=1C=CC(=CC1)/C=C/C(=O)/C=C/C2=CC=CC=C2.C=1C=CC(=CC1)/C=C/C(=O)/C=C/C2=CC=CC=C2.C=1C=CC(=CC1)/C=C/C(=O)/C=C/C2=CC=CC=C2.[Pd].[Pd] (tris(dibenzylideneacetone)dipalladium). The solvent is O1CCOCC1 (dioxane). Reaction conditions: temperature 100 celsius, time 5 hour. The product is NC1=CC=C(OC2=NC=CC=C2C=2C(=NOC2C)N)C=C1 (4-(2-(4-aminophenoxy)pyridin-3-yl)-5-methylisoxazol-3-amine). As a reaction SMILES: [NH2:1][C:2]1[C:6](Br)=[C:5]([CH3:8])[O:4][N:3]=1.CC1(C)C(C)(C)OB([C:17]2[C:18]([O:23][C:24]3[CH:29]=[CH:28][C:27]([NH2:30])=[CH:26][CH:25]=3)=[N:19][CH:20]=[CH:21][CH:22]=2)O1.C(=O)([O-])[O-].[Na+].[Na+].F[B-](F)(F)F.C([PH+](C(C)(C)C)C(C)(C)C)(C)(C)C>C1C=CC(/C=C/C(/C=C/C2C=CC=CC=2)=O)=CC=1.C1C=CC(/C=C/C(/C=C/C2C=CC=CC=2)=O)=CC=1.C1C=CC(/C=C/C(/C=C/C2C=CC=CC=2)=O)=CC=1.[Pd].[Pd].O1CCOCC1>[NH2:30][C:27]1[CH:28]=[CH:29][C:24]([O:23][C:18]2[C:17]([C:6]3[C:2]([NH2:1])=[N:3][O:4][C:5]=3[CH3:8])=[CH:22][CH:21]=[CH:20][N:19]=2)=[CH:25][CH:26]=1 |f:2.3.4,5.6,7.8.9.10.11|. Procedure: In a 20 mL sealed tube was added dioxane (1.0 mL), which was purged with nitrogen for 5 minutes and the tube sealed. To this was added 3-amino-4-bromo-5-methylisoxazole (0.100 g, 0.565 mmol), 4-(3-(4,4,5,5-tetramethyl-1,3,2-dioxaborolan-2-yl)pyridin-2-yloxy)benzenamine (0.265 g, 0.847 mmol), 2.0M aqueous sodium carbonate (0.565 mL, 1.13 mmol) and the tube was purged with nitrogen and sealed. To the mixture was added tri-t-butylphosphonium tetrafluoroborate (0.037 g, 0.13 mmol), tris(dibenzyliden... The reactants are C(C)OC(CC=1C=C(C(=CC1)OC)C1=C(C=C(C=C1)C(F)(F)F)C=O)=O ((2′-formyl-6-methoxy-4′-trifluoromethyl-biphenyl-3-yl)-acetic acid ethyl ester), Cl.FC(CN)(F)F (2,2,2-trifluoroethylamine hydrochloride). The product is C(C)OC(CC=1C=C(C(=CC1)OC)C1=C(C=C(C=C1)C(F)(F)F)CNCC(F)(F)F)=O ({6-Methoxy-2′-[(2,2,2-trifluoro-ethylamino)-methyl]-4′-trifluoromethyl-biphenyl-3-yl}-acetic acid ethyl ester). RXN SMILES: [CH2:1]([O:3][C:4](=[O:26])[CH2:5][C:6]1[CH:7]=[C:8]([C:14]2[CH:19]=[CH:18][C:17]([C:20]([F:23])([F:22])[F:21])=[CH:16][C:15]=2[CH:24]=O)[C:9]([O:12][CH3:13])=[CH:10][CH:11]=1)[CH3:2].Cl.[F:28][C:29]([F:33])([F:32])[CH2:30][NH2:31]>>[CH2:1]([O:3][C:4](=[O:26])[CH2:5][C:6]1[CH:7]=[C:8]([C:14]2[CH:19]=[CH:18][C:17]([C:20]([F:21])([F:23])[F:22])=[CH:16][C:15]=2[CH2:24][NH:31][CH2:30][C:29]([F:33])([F:32])[F:28])[C:9]([O:12][CH3:13])=[CH:10][CH:11]=1)[CH3:2] |f:1.2|. Reported procedure: Prepared according to the procedure described in Example 4, Step 1, using the following starting materials: (2′-formyl-6-methoxy-4′-trifluoromethyl-biphenyl-3-yl)-acetic acid ethyl ester and 2,2,2-trifluoroethylamine hydrochloride. The reactants are CON(C(=O)C=1C=C2C=CC=NC2=CC1)C (quinoline-6-carboxylic acid methoxy-methyl-amide), BrC1=CC(=C(C=C1)OC)OCC (4-bromo-2-ethoxy-1-methoxy-benzene), C(CCC)[Li] (n-butyllitium), CCCCCC (hexane). Solvent: C1CCOC1 (THF), C1CCOC1 (THF), O (water), C(C)(C)O (isopropanol). Conditions: time 20 minute. The product is C(C)OC=1C=C(C=CC1OC)C(=O)C=1C=C2C=CC=NC2=CC1 ((3-ethoxy-4-methoxy-phenyl)-quinolin-6-yl-methanone). Yield: 67.8%. RXN SMILES: Br[C:2]1[CH:7]=[CH:6][C:5]([O:8][CH3:9])=[C:4]([O:10][CH2:11][CH3:12])[CH:3]=1.C([Li])CCC.CCCCCC.CON(C)[C:27]([C:29]1[CH:30]=[C:31]2[C:36](=[CH:37][CH:38]=1)[N:35]=[CH:34][CH:33]=[CH:32]2)=[O:28]>C1COCC1.O.C(O)(C)C>[CH2:11]([O:10][C:4]1[CH:3]=[C:2]([C:27]([C:29]2[CH:30]=[C:31]3[C:36](=[CH:37][CH:38]=2)[N:35]=[CH:34][CH:33]=[CH:32]3)=[O:28])[CH:7]=[CH:6][C:5]=1[O:8][CH3:9])[CH3:12]. Procedure details: To a solution of 4-bromo-2-ethoxy-1-methoxy-benzene (1.74 g, 7.5 mmol) in THF (15 mL) was added a solution of n-butyllitium in hexane (3.0 mL, 2.5 N, 7.5 mmol) at −78° C. and kept for 20 min. To the mixture was added a solution of quinoline-6-carboxylic acid methoxy-methyl-amide (1.55 g, 7.2 mmol) in THF (10 mL) at −78° C. After 2 h, isopropanol (2 mL) and water (50 mL) was added to the mixture, and the cold bath was removed. The mixture was stirred at room temperature for 20 min. The solvent wa...